Dataset: the Open Reaction Database (ORD), a public repository of structured organic reaction records. Task: describe an organic reaction: reactants, conditions, products, and yield The reactants are N#CCc1csc(Br)n1, O=C([O-])[O-], CC1(C)OB(c2ccnc3c2cnn3C(c2ccccc2)(c2ccccc2)c2ccccc2)OC1(C)C, CCOC(C)=O, [Na+], [Na+], O, [Pd], c1ccc(P(c2ccccc2)c2ccccc2)cc1, c1ccc(P(c2ccccc2)c2ccccc2)cc1, c1ccc(P(c2ccccc2)c2ccccc2)cc1, c1ccc(P(c2ccccc2)c2ccccc2)cc1. Product: N#CCc1csc(-c2ccnc3c2cnn3C(c2ccccc2)(c2ccccc2)c2ccccc2)n1. Reaction SMILES: [Br:1][c:2]1[s:3][cH:4][c:5]([CH2:7][C:8]#[N:9])[n:6]1.[C:47](=[O:48])([O-:49])[O-:50].[CH3:10][C:11]1([CH3:12])[C:13]([CH3:14])([CH3:15])[O:16][B:17]([c:18]2[c:19]3[c:20]([n:21][cH:22][cH:23]2)[n:24]([C:27]([c:28]2[cH:29][cH:30][cH:31][cH:32][cH:33]2)([c:34]2[cH:35][cH:36][cH:37][cH:38][cH:39]2)[c:40]2[cH:41][cH:42][cH:43][cH:44][cH:45]2)[n:25][cH:26]3)[O:46]1.[CH3:131][CH2:132][O:133][C:134]([CH3:135])=[O:136].[Na+:51].[Na+:52].[OH2:130].[Pd:53].[c:111]1([P:112]([c:113]2[cH:114][cH:115][cH:116][cH:117][cH:118]2)[c:119]2[cH:120][cH:121][cH:122][cH:123][cH:124]2)[cH:125][cH:126][cH:127][cH:128][cH:129]1.[c:54]1([P:55]([c:56]2[cH:57][cH:58][cH:59][cH:60][cH:61]2)[c:62]2[cH:63][cH:64][cH:65][cH:66][cH:67]2)[cH:68][cH:69][cH:70][cH:71][cH:72]1.[c:73]1([P:74]([c:75]2[cH:76][cH:77][cH:78][cH:79][cH:80]2)[c:81]2[cH:82][cH:83][cH:84][cH:85][cH:86]2)[cH:87][cH:88][cH:89][cH:90][cH:91]1.[c:92]1([P:93]([c:94]2[cH:95][cH:96][cH:97][cH:98][cH:99]2)[c:100]2[cH:101][cH:102][cH:103][cH:104][cH:105]2)[cH:106][cH:107][cH:108][cH:109][cH:110]1>>[c:2]1(-[c:18]2[c:19]3[c:20]([n:21][cH:22][cH:23]2)[n:24]([C:27]([c:28]2[cH:29][cH:30][cH:31][cH:32][cH:33]2)([c:34]2[cH:35][cH:36][cH:37][cH:38][cH:39]2)[c:40]2[cH:41][cH:42][cH:43][cH:44][cH:45]2)[n:25][cH:26]3)[s:3][cH:4][c:5]([CH2:7][C:8]#[N:9])[n:6]1. The reactants are BrCC1=CC(=CC=C1)OCCCCCCCCCCCCCC (1-(Bromomethyl)-3-(tetradecyloxy)benzene), N1=C(C=CC=C1)CNC(C)=O (N-2-Pyridylmethylacetamide), [H-].[Na+] (sodium hydride). Run in O1CCCC1 (tetrahydrofuran). Run at temperature 0 celsius, time 18 hour. Product: N1=C(C=CC=C1)CN(C(C)=O)CC1=CC(=CC=C1)OCCCCCCCCCCCCCC (N-(2-Pyridinylmethyl)-N-[[3-(tetradecyloxy)phenyl]methyl]acetamide), product. Reaction SMILES: Br[CH2:2][C:3]1[CH:8]=[CH:7][CH:6]=[C:5]([O:9][CH2:10][CH2:11][CH2:12][CH2:13][CH2:14][CH2:15][CH2:16][CH2:17][CH2:18][CH2:19][CH2:20][CH2:21][CH2:22][CH3:23])[CH:4]=1.[N:24]1[CH:29]=[CH:28][CH:27]=[CH:26][C:25]=1[CH2:30][NH:31][C:32](=[O:34])[CH3:33].[H-].[Na+]>O1CCCC1>[N:24]1[CH:29]=[CH:28][CH:27]=[CH:26][C:25]=1[CH2:30][N:31]([CH2:2][C:3]1[CH:8]=[CH:7][CH:6]=[C:5]([O:9][CH2:10][CH2:11][CH2:12][CH2:13][CH2:14][CH2:15][CH2:16][CH2:17][CH2:18][CH2:19][CH2:20][CH2:21][CH2:22][CH3:23])[CH:4]=1)[C:32](=[O:34])[CH3:33] |f:2.3|. Procedure details: The title compound is prepared by the procedure of Example 27 using 2.25 g of product from Example 25, 0.881 g of product from Example 12, 0.282 g of 50% sodium hydride and 30 ml of tetrahydrofuran. The reaction is stirred at 0° C. for 1 hour, room temperature for 18 hours and at reflux temperature for 6 hours. The residue is purified by column chromatography (silica gel: 90% ethyl acetate/hexane) to give 1.57 g of product as pale yellow crystals. Spectral data shows the product as 2 rotomers. The reactants are C(C)OC(=O)NN(C#N)C(C)C (2-isopropyl-2-cyanohydrazinecarboxylic acid ethyl ester), CNC (dimethylamine). Run in C(C)O (ethanol). Yields the product C(C)(C)N1N=C(N=C1N(C)C)O (1-isopropyl-5-dimethylamino-3-hydroxy-1,2,4-triazole). Isolated yield 44.0%. Reaction SMILES: C(O[C:4]([NH:6][N:7]([CH:10]([CH3:12])[CH3:11])[C:8]#[N:9])=[O:5])C.[CH3:13][NH:14][CH3:15]>C(O)C>[CH:10]([N:7]1[C:8]([N:14]([CH3:15])[CH3:13])=[N:9][C:4]([OH:5])=[N:6]1)([CH3:12])[CH3:11]. Reported procedure: 35.0 g of 2-isopropyl-2-cyanohydrazinecarboxylic acid ethyl ester is added dropwise to a solution of 100 ml of 33% dimethylamine in absolute ethanol. The solution is maintained firstly for 15 hours at room temperature and afterwards for 1 1/2 hours at reflux temperature (65° C). After concentration by evaporation to dryness there remains an oily residue, which slowly crystallises on standing. The semisolid product is washed with ethyl acetate. There is obtained 15.5 g (44% of theory) of 1-isopro...